From a dataset of the Open Reaction Database (ORD), a public repository of structured organic reaction records. describe an organic reaction: reactants, conditions, products, and yield The reactants are N#Cc1ccccc1S(=O)(=O)Cl, CN1CCOc2ccc3[nH]ccc3c2C1, [H-], [Na+], CN(C)C=O, O. Product: CN1CCOc2ccc3c(ccn3S(=O)(=O)c3ccccc3C#N)c2C1. RXN SMILES: [C:18](#[N:19])[c:20]1[c:21]([S:26](=[O:27])(=[O:28])[Cl:29])[cH:22][cH:23][cH:24][cH:25]1.[CH3:3][N:4]1[CH2:5][CH2:6][O:7][c:8]2[c:9]([c:10]3[cH:11][cH:12][nH:13][c:14]3[cH:15][cH:16]2)[CH2:17]1.[H-:2].[Na+:1].[O:31]=[CH:32][N:33]([CH3:34])[CH3:35].[OH2:30]>>[CH3:3][N:4]1[CH2:5][CH2:6][O:7][c:8]2[c:9]([c:10]3[cH:11][cH:12][n:13]([S:26]([c:21]4[c:20]([C:18]#[N:19])[cH:25][cH:24][cH:23][cH:22]4)(=[O:27])=[O:28])[c:14]3[cH:15][cH:16]2)[CH2:17]1. Starting materials: C(C)(=O)Cl (acetyl chloride), ice water, C([O-])(O)=O.[Na+] (sodium bicarbonate), CN(C)CN(C)C (N,N,N',N'-tetramethyldiaminomethane), ClC=1C=CC2=C(C(=NCC=3N2C(=NN3)C)C3=CC=CC=C3)C1 (8-chloro-1-methyl-6-phenyl-4H-s-triazolo[4,3-a][1,4]benzodiazepine), C1(=CC=C(C=C1)S(=O)(=O)O)C (p-toluenesulfonic acid). Solvent: C(C)O (ethanol), CN(C=O)C (dimethylformamide). Conditions: time 45 minute. The product is C1(=CC=C(C=C1)S(=O)(=O)O)C.ClC=1C=CC2=C(C(=NCC=3N2C(=NN3)CCN(C)C)C3=CC=CC=C3)C1 (8-chloro-1-[2-(dimethylamino)ethyl]-6-phenyl-4H-s-triazolo[4,3-a][1,4]benzodiazepine p-toluenesulfonate). Isolated yield 64.6%. As a reaction SMILES: [CH3:1][N:2]([CH2:4]N(C)C)[CH3:3].C(Cl)(=O)C.[Cl:12][C:13]1[CH:14]=[CH:15][C:16]2[N:22]3[C:23]([CH3:26])=[N:24][N:25]=[C:21]3[CH2:20][N:19]=[C:18]([C:27]3[CH:32]=[CH:31][CH:30]=[CH:29][CH:28]=3)[C:17]=2[CH:33]=1.C(=O)(O)[O-].[Na+].[C:39]1([CH3:49])[CH:44]=[CH:43][C:42]([S:45]([OH:48])(=[O:47])=[O:46])=[CH:41][CH:40]=1>CN(C)C=O.C(O)C>[C:39]1([CH3:49])[CH:40]=[CH:41][C:42]([S:45]([OH:48])(=[O:46])=[O:47])=[CH:43][CH:44]=1.[Cl:12][C:13]1[CH:14]=[CH:15][C:16]2[N:22]3[C:23]([CH2:26][CH2:1][N:2]([CH3:4])[CH3:3])=[N:24][N:25]=[C:21]3[CH2:20][N:19]=[C:18]([C:27]3[CH:32]=[CH:31][CH:30]=[CH:29][CH:28]=3)[C:17]=2[CH:33]=1 |f:3.4,8.9|. Procedure details: A stirred solution of N,N,N',N'-tetramethyldiaminomethane (2.244 g., 0.022 mole) in dry dimethylformamide (50 ml.) was cooled in an ice bath and treated dropwise with acetyl chloride (1.65 ml., 0.023 mole). The ice bath was removed and the mixture was kept at 25° for 45 min. and treated with 8-chloro-1-methyl-6-phenyl-4H-s-triazolo[4,3-a][1,4]benzodiazepine (3.09 g., 0.01 mole). After 30 min. the mixture was poured into ice water, made alkaline with sodium bicarbonate, saturated with sodium chlo... Reactants: ClC1=C(C(=NC(=N1)N)NCCCO)N (6-Chloro-2,5-diamino-4-[(3-hydroxypropyl)amino]pyrimidine), Cl.CO (HCl methanol). Run in CO (methanol). Yields the product Cl.Cl.ClC1=C(C(=NC(=N1)N)NCCCO)N (6-Chloro-2,5-diamino-4-[(3-hydroxypropyl)amino]pyrimidine dihydrochloride). Yield: 90.0%. Reaction SMILES: [Cl:1][C:2]1[N:7]=[C:6]([NH2:8])[N:5]=[C:4]([NH:9][CH2:10][CH2:11][CH2:12][OH:13])[C:3]=1[NH2:14].[ClH:15].CO>CO>[ClH:1].[ClH:15].[Cl:1][C:2]1[N:7]=[C:6]([NH2:8])[N:5]=[C:4]([NH:9][CH2:10][CH2:11][CH2:12][OH:13])[C:3]=1[NH2:14] |f:1.2,4.5.6|. Reported procedure: 6-Chloro-2,5-diamino-4-[(3-hydroxypropyl)amino]pyrimidine (0.290 g, 1.0 mmol) was dissolved in 20 ml of methanol, and 3 equivalents of 14% HCl-methanol solution was carefully added under ice-cooling. The mixture was warmed to room temperature and the solvent was distilled away to give white crystals (0.26 g, 90.0%), m.p. 120-131° C. (ether).